The task is: describe an organic reaction: reactants, conditions, products, and yield. This data is from the Open Reaction Database (ORD), a public repository of structured organic reaction records. The yield is 65.7%. The reactants are BrC1=C(C(=CC(=C1)C)Br)O (2,6-dibromo-4-methylphenol), BrCCBr (1,2-dibromoethane), [OH-].[K+] (potassium hydroxide). The product is BrC1=C(C(=CC(=C1)C)Br)OCCBr (2-(2,6-dibromo-4-methylphenyloxy)ethyl bromide). The solvent is C(C)O (ethanol). Reported procedure: A mixture of 2,6-dibromo-4-methylphenol (18) (26.59 g, 0.1 mol), 1,2-dibromoethane (11.2 ml, 0.13 mol) and potassium hydroxide (8.42 g, 0.15 mol) in 200 ml of absolute ethanol was heated under reflux for 24 hours. The inorganic salt was collected on a filter and the filtrate taken to dryness. The resulting mixture was treated with ethyl ether, chilled, and the solid, which proved to be recovered phenol, collected on a filter. The filtrate was evaporated to afford the ether 19 (24.5 g, 65.7%) as ... RXN SMILES: [Br:1][C:2]1[CH:7]=[C:6]([CH3:8])[CH:5]=[C:4]([Br:9])[C:3]=1[OH:10].[Br:11][CH2:12][CH2:13]Br.[OH-].[K+]>C(O)C>[Br:1][C:2]1[CH:7]=[C:6]([CH3:8])[CH:5]=[C:4]([Br:9])[C:3]=1[O:10][CH2:13][CH2:12][Br:11] |f:2.3|. Starting materials: CCOC(=O)C1C2CCC(C2)C1NCc1ccc(F)cc1, CCN=C=NCCCN(C)C, CN1CCOCC1, CN(C)C=O, Cl, Cl, O=C(O)CC1=NS(=O)(=O)c2ccccc2N1. The product is CCOC(=O)C1C2CCC(C2)C1N(Cc1ccc(F)cc1)C(=O)CC1=NS(=O)(=O)c2ccccc2N1. As a reaction SMILES: [CH2:17]([CH3:18])[O:19][C:20](=[O:21])[CH:22]1[CH:23]2[CH2:24][CH2:25][CH:26]([CH:27]1[NH:28][CH2:29][c:30]1[cH:31][cH:32][c:33]([F:36])[cH:34][cH:35]1)[CH2:37]2.[CH3:39][N:40]([CH3:41])[CH2:42][CH2:43][CH2:44][N:45]=[C:46]=[N:47][CH2:48][CH3:49].[CH3:50][N:51]1[CH2:52][CH2:53][O:54][CH2:55][CH2:56]1.[CH3:58][N:59]([CH3:60])[CH:61]=[O:62].[ClH:38].[ClH:57].[O:1]=[S:2]1(=[O:16])[N:3]=[C:4]([CH2:12][C:13](=[O:14])[OH:15])[NH:5][c:6]2[c:7]1[cH:8][cH:9][cH:10][cH:11]2>>[O:1]=[S:2]1(=[O:16])[N:3]=[C:4]([CH2:12][C:13](=[O:15])[N:28]([CH:27]2[CH:22]([C:20]([O:19][CH2:17][CH3:18])=[O:21])[CH:23]3[CH2:24][CH2:25][CH:26]2[CH2:37]3)[CH2:29][c:30]2[cH:31][cH:32][c:33]([F:36])[cH:34][cH:35]2)[NH:5][c:6]2[c:7]1[cH:8][cH:9][cH:10][cH:11]2.